This data is from the Open Reaction Database (ORD), a public repository of structured organic reaction records. The task is: describe an organic reaction: reactants, conditions, products, and yield Starting materials: IC=1C=C2C(N(C(NC2=C(C1)I)=S)CC1OCCC1)=O (2.3-dihydro-6.8-diiodo-3[(tetrahydro-2-furanyl)methyl]-2-thioxo-4(1H)quinazolinone), C(CC)I (n-propyl iodide), C([O-])([O-])=O.[K+].[K+] (potassium carbonate). Run in CN(C=O)C (dimethylformamide). Yields the product IC=1C=C2C(N(C(=NC2=C(C1)I)SCCC)CC1OCCC1)=O (6.8-diiodo-2-(propylthio)-3-[(tetrahydro-2-furanyl)methyl]4(3H)-quinazolinone). The yield is 88.3%. RXN SMILES: [I:1][C:2]1[CH:3]=[C:4]2[C:9](=[C:10]([I:12])[CH:11]=1)[NH:8][C:7](=[S:13])[N:6]([CH2:14][CH:15]1[CH2:19][CH2:18][CH2:17][O:16]1)[C:5]2=[O:20].[CH2:21](I)[CH2:22][CH3:23].C(=O)([O-])[O-].[K+].[K+]>CN(C)C=O>[I:1][C:2]1[CH:3]=[C:4]2[C:9](=[C:10]([I:12])[CH:11]=1)[N:8]=[C:7]([S:13][CH2:21][CH2:22][CH3:23])[N:6]([CH2:14][CH:15]1[CH2:19][CH2:18][CH2:17][O:16]1)[C:5]2=[O:20] |f:2.3.4|. Procedure details: A mixture of the title compound of Step A (0.86 g, 1.67 mmol), n-propyl iodide (0.85 g, 5.02 mmol) and potassium carbonate (2.3 g, 16.7 mmol) was stirred in dimethylformamide (20 mL) at ambient temperature for approximately 4 h. The reaction mixture was then concentrated to dryness in vacuo and partitioned between 200 mL each of ethyl acetate and water. The organic phase was then separated, washed with saturated aqueous NaCl, and dried over Na2SO4. Concentration in vacuo provided 0.82 g of the t... The reactants are [Si](C)(C)(C(C)(C)C)OC(C(=O)OCC)C=1SC(=CC1)C1=NC=C(C(=N1)NC1=NNC(=C1)C1CC1)Cl (ethyl 2-(tert-butyldimethylsilyloxy)-2-(5-(5-chloro-4-(5-cyclopropyl-1H-pyrazol-3-ylamino)pyrimidin-2-yl)thiophen-2-yl)acetate), [OH-].[Na+] (NaOH). The solvent is C(C)O (ethanol). Run at time 1 hour. The product is [Si](C)(C)(C(C)(C)C)OC(C(=O)O)C=1SC(=CC1)C1=NC=C(C(=N1)NC1=NNC(=C1)C1CC1)Cl (2-(tert-butyldimethylsilyloxy)-2-(5-(5-chloro-4-(5-cyclopropyl-1H-pyrazol-3-ylamino)pyrimidin-2-yl)thiophen-2-yl)acetic acid). The yield is 62.4%. RXN SMILES: [Si:1]([O:8][CH:9]([C:15]1[S:16][C:17]([C:20]2[N:25]=[C:24]([NH:26][C:27]3[CH:31]=[C:30]([CH:32]4[CH2:34][CH2:33]4)[NH:29][N:28]=3)[C:23]([Cl:35])=[CH:22][N:21]=2)=[CH:18][CH:19]=1)[C:10]([O:12]CC)=[O:11])([C:4]([CH3:7])([CH3:6])[CH3:5])([CH3:3])[CH3:2].[OH-].[Na+]>C(O)C>[Si:1]([O:8][CH:9]([C:15]1[S:16][C:17]([C:20]2[N:25]=[C:24]([NH:26][C:27]3[CH:31]=[C:30]([CH:32]4[CH2:33][CH2:34]4)[NH:29][N:28]=3)[C:23]([Cl:35])=[CH:22][N:21]=2)=[CH:18][CH:19]=1)[C:10]([OH:12])=[O:11])([C:4]([CH3:6])([CH3:7])[CH3:5])([CH3:3])[CH3:2] |f:1.2|. Reported procedure: To a mixture of ethyl 2-(tert-butyldimethylsilyloxy)-2-(5-(5-chloro-4-(5-cyclopropyl-1H-pyrazol-3-ylamino)pyrimidin-2-yl)thiophen-2-yl)acetate (100 mg, 0.19 mmol, 1.0 eq.) in ethanol (10 mL) was added 1 N NaOH (0.8 mL, 0.76 mmol, 4.0 eq). The mixture was stirred at room temperature for 1 hour, then, concentrated and the residue was redissolved in water. To the solution was added 1N HCl (0.8 mL) and the mixture was stirred for 0.5 h at 23° C. The solution was filtered to give 2-(tert-butyldimethy... As a reaction SMILES: [C:14](#[N:15])[CH2:16][C:17]([OH:18])=[O:19].[CH3:1][O:2][c:3]1[cH:4][cH:5][c:6]2[c:11]([cH:12]1)[C:10](=[O:13])[CH2:9][CH2:8][CH2:7]2.[CH3:20][CH2:21][CH2:22][CH2:23][CH2:24][CH2:25][C:26](=[O:27])[OH:28].[CH3:44][c:45]1[cH:46][cH:47][cH:48][cH:49][cH:50]1.[NH2:29][CH2:30][c:31]1[cH:32][cH:33][cH:34][cH:35][cH:36]1.[NH2:37][c:38]1[cH:39][cH:40][cH:41][cH:42][cH:43]1>>[CH3:1][O:2][c:3]1[cH:4][cH:5][c:6]2[c:11]([cH:12]1)[C:10]([CH2:16][C:14]#[N:15])=[CH:9][CH2:8][CH2:7]2. Product: COc1ccc2c(c1)C(CC#N)=CCC2. Reactants: N#CCC(=O)O, COc1ccc2c(c1)C(=O)CCC2, CCCCCCC(=O)O, Cc1ccccc1, NCc1ccccc1, Nc1ccccc1. The reactants are Fc1cccc(Br)c1, CS(C)=O, CCOC(C)=O, [H-], [Na+], c1c[nH]cn1. Yields the product Brc1cccc(-n2ccnc2)c1. As a reaction SMILES: [Br:3][c:4]1[cH:5][c:6]([F:10])[cH:7][cH:8][cH:9]1.[CH3:16][S:17](=[O:18])[CH3:19].[CH3:20][CH2:21][O:22][C:23](=[O:24])[CH3:25].[H-:1].[Na+:2].[nH:11]1[cH:12][n:13][cH:14][cH:15]1>>[Br:3][c:4]1[cH:5][c:6](-[n:11]2[cH:12][n:13][cH:14][cH:15]2)[cH:7][cH:8][cH:9]1. Product: CCOCCOc1cc(C)c(-c2cc(COc3ccc(CCC(=O)O)c(F)c3)ccc2OC)c(C)c1. Reactants: CCOCCOc1cc(C)c(-c2cc(COc3ccc(CCC(=O)OCC)c(F)c3)ccc2OC)c(C)c1, CO, Cl, [Na+], C1CCOC1, [OH-]. As a reaction SMILES: [CH2:1]([CH3:2])[O:3][CH2:4][CH2:5][O:6][c:7]1[cH:8][c:9]([CH3:38])[c:10](-[c:14]2[cH:15][c:16]([CH2:22][O:23][c:24]3[cH:25][c:26]([F:37])[c:27]([CH2:30][CH2:31][C:32](=[O:33])[O:34][CH2:35][CH3:36])[cH:28][cH:29]3)[cH:17][cH:18][c:19]2[O:20][CH3:21])[c:11]([CH3:13])[cH:12]1.[CH3:39][OH:40].[ClH:43].[Na+:42].[O:44]1[CH2:45][CH2:46][CH2:47][CH2:48]1.[OH-:41]>>[CH2:1]([CH3:2])[O:3][CH2:4][CH2:5][O:6][c:7]1[cH:8][c:9]([CH3:38])[c:10](-[c:14]2[cH:15][c:16]([CH2:22][O:23][c:24]3[cH:25][c:26]([F:37])[c:27]([CH2:30][CH2:31][C:32](=[O:33])[OH:34])[cH:28][cH:29]3)[cH:17][cH:18][c:19]2[O:20][CH3:21])[c:11]([CH3:13])[cH:12]1. Starting materials: [Mg+2].[Cl-].[Cl-] (MgCl2), KPO4, S1C=NC2=C1C=CC=C2 (benzothiazole), C1[C@@H](N/C(=C/2\N=C3C=CC(=O)C=C3S2)/S1)C(=O)O (luciferin), C1=CC(=C[N+](=C1)[C@H]2[C@@H]([C@@H]([C@H](O2)COP(=O)(O)OP(=O)(O)OC[C@@H]3[C@H]([C@H]([C@@H](O3)N4C=NC5=C4N=CN=C5N)OP(=O)(O)O)O)O)O)C(=O)N (NADP+), N[C@H](CS)C(=O)O (D-cysteine), C([C@@H]1[C@H]([C@@H]([C@H]([C@@H](O1)O)O)O)O)OP(=O)(O)O (glucose-6-phosphate), C=1N=C(C2=C(N1)N(C=N2)[C@H]3[C@@H]([C@@H]([C@H](O3)COP(=O)(O)OP(=O)(O)OC[C@@H]4[C@H]([C@H]([C@@H](O4)N5C=CCC(=C5)C(=O)N)O)O)O)OP(=O)(O)O)N (NADPH), S1C=NC2=C1C=CC=C2 (benzothiazole), KPO4, C(CC(O)(C(=O)[O-])CC(=O)[O-])(=O)[O-].[Na+].[Na+].[Na+] (sodium citrate), C([C@@H]1[C@H]([C@@H]([C@H]([C@@H](O1)O)O)O)O)OP(=O)(O)O (glucose-6-phosphate), S1C=NC2=C1C=CC=C2 (benzothiazole), P450, C(C(CO)(CO)N)O.Cl (Tris-HCl). Solvent: CS(=O)C (DMSO), KPO4. Reaction conditions: time 30 minute. The product is OC1=CC2=C(N=C(S2)C#N)C=C1 (6-hydroxybenzo[d]thiazole-2-carbonitrile), S1C=NC2=C1C=CC=C2 (benzothiazole). As a reaction SMILES: [S:1]1[C:5]2[CH:6]=[CH:7][CH:8]=[CH:9][C:4]=2[N:3]=[CH:2]1.C(O)[C:11]([NH2:16])(CO)CO.Cl.C1N=C(N)C2N=CN([C@@H]3[O:32][C@H](COP(OP(OC[C@H]4O[C@@H](N5C=C(C(N)=O)CC=C5)[C@H](O)[C@@H]4O)(O)=O)(O)=O)[C@@H](O)[C@H]3OP(O)(O)=O)C=2N=1.C1C=[N+]([C@@H]2O[C@H](COP(OP(OC[C@H]3O[C@@H](N4C5N=CN=C(N)C=5N=C4)[C@H](OP(O)(O)=O)[C@@H]3O)(O)=O)(O)=O)[C@@H](O)[C@H]2O)C=C(C(N)=O)C=1.C(OP(O)(O)=O)[C@H]1O[C@@H](O)[C@H](O)[C@@H](O)[C@@H]1O.[Mg+2].[Cl-].[Cl-].C([O-])(=O)CC(CC([O-])=O)(C([O-])=O)O.[Na+].[Na+].[Na+].C1S/C(=C2/N=C3C(S/2)=CC(=O)C=C3)/N[C@H]1C(O)=O.N[C@@H](C(O)=O)CS>CS(C)=O>[OH:32][C:7]1[CH:8]=[CH:9][C:4]2[N:3]=[C:2]([C:11]#[N:16])[S:1][C:5]=2[CH:6]=1.[S:1]1[C:5]2[CH:6]=[CH:7][CH:8]=[CH:9][C:4]=2[N:3]=[CH:2]1 |f:1.2,6.7.8,9.10.11.12|. Procedure details: Stock solutions of the benzothiazole compounds 3016, 3019, 3026, 3806, 3814, 3820, 3821, 3833, 3835, 3866, and 3868 were made at 50 mM in DMSO. One picomole of each P450 enzyme (Supersomes™, BD Bioscience) was incubated with 50 mM of each of the compounds in a 50 μl, reaction in KPO4 buffer pH 7.4 (25 mM KPO4 for CYP2C9, 50 mM KPO4 for CYP2B6, -2C8, -2C19, -4F2, -4F3A and -4F3B, 100 mM KPO4 for CYP1A1, -1A2, -1B1, -2D6, -2E1, -3A5, -3A7, -2J2, -4F12, -19 and minus P450 control, 200 mM KPO4 for C...